The task is: describe an organic reaction: reactants, conditions, products, and yield. This data is from the Open Reaction Database (ORD), a public repository of structured organic reaction records. Starting materials: C[Si](C)(C)[N-][Si](C)(C)C.[Na+] (Sodium bis(trimethylsilyl)amide), C(C)OC(CC=1C=C(C(=CC1)OC)C1=C(C=C(C=C1)C(F)(F)F)CN(CC)C(=O)C1CC1)=O ({2′-[(Cyclopropanecarbonyl-ethyl-amino)-methyl]-6-methoxy-4′-trifluormethyl-biphenyl-3-yl}-acetic acid ethyl ester), IC (iodomethane). Run in C1CCOC1 (THF). Run at temperature -78 celsius, time 30 minute. The product is C(C)OC(C(C)C=1C=C(C(=CC1)OC)C1=C(C=C(C=C1)C(F)(F)F)CN(CC)C(=O)C1CC1)=O (2-{2′-[(Cyclopropanecarbonyl-ethyl-amino)-methyl]-6-methoxy-4′-trifluoromethyl-biphenyl-3-yl}-propionic acid ethyl ester). Reaction SMILES: [CH2:1]([O:3][C:4](=[O:33])[CH2:5][C:6]1[CH:7]=[C:8]([C:14]2[CH:19]=[CH:18][C:17]([C:20]([F:23])([F:22])[F:21])=[CH:16][C:15]=2[CH2:24][N:25]([C:28]([CH:30]2[CH2:32][CH2:31]2)=[O:29])[CH2:26][CH3:27])[C:9]([O:12][CH3:13])=[CH:10][CH:11]=1)[CH3:2].[CH3:34][Si]([N-][Si](C)(C)C)(C)C.[Na+].IC>C1COCC1>[CH2:1]([O:3][C:4](=[O:33])[CH:5]([C:6]1[CH:7]=[C:8]([C:14]2[CH:19]=[CH:18][C:17]([C:20]([F:22])([F:23])[F:21])=[CH:16][C:15]=2[CH2:24][N:25]([C:28]([CH:30]2[CH2:32][CH2:31]2)=[O:29])[CH2:26][CH3:27])[C:9]([O:12][CH3:13])=[CH:10][CH:11]=1)[CH3:34])[CH3:2] |f:1.2|. Procedure: {2′-[(Cyclopropanecarbonyl-ethyl-amino)-methyl]-6-methoxy-4′-trifluormethyl-biphenyl-3-yl}-acetic acid ethyl ester (0.408 g, 0.88 mmol) was dissolved in THF (4 mL) and cooled to −78° C. Sodium bis(trimethylsilyl)amide (1 M in THF; 1.06 mL, 1.06 mmol) was added, followed by iodomethane (0.06 mL, 0.97 mmol), and the reaction was stirred at −78° C. for 30 minutes. The mixture was quenched with saturated aqueous NH4Cl and warmed to room temperature. The mixture was extracted three times with EtOAc, ... The reactants are C1=CC=CC=2C3=CC=CC=C3C(C12)COC(=O)N([C@@H](CCC(NC)=O)C(=O)NCCC1=CC(O)=C(O)C=C1)C(C1=CC=CC=C1)(C1=CC=CC=C1)C1=CC=CC=C1 (N-[Nα-(9-fluorenylmethoxycarbonyl)-Nδ-methyltrityl-L-glutaminyl]dopamine), [N+](=O)([O-])C=1C=C(C=CC(=O)O)C=CC1 (3-nitrocinnamic acid). Yields the product [N+](=O)([O-])C=1C=C(C=CC(=O)N([C@@H](CCC(NC)=O)C(=O)NCCC2=CC(O)=C(O)C=C2)C(C2=CC=CC=C2)(C2=CC=CC=C2)C2=CC=CC=C2)C=CC1 (N-[Nα-(3-Nitrocinnamoyl)-Nδ-methyltrityl-L-glutaminyl]dopamine), powder. Yield: 42.0%. As a reaction SMILES: C1C2C(COC([N:18]([C:39]([C:52]3[CH:57]=[CH:56][CH:55]=[CH:54][CH:53]=3)([C:46]3[CH:51]=[CH:50][CH:49]=[CH:48][CH:47]=3)[C:40]3[CH:45]=[CH:44][CH:43]=[CH:42][CH:41]=3)[C@H:19]([C:26]([NH:28][CH2:29][CH2:30][C:31]3[CH:38]=[CH:37][C:35]([OH:36])=[C:33]([OH:34])[CH:32]=3)=[O:27])[CH2:20][CH2:21][C:22](=[O:25])[NH:23][CH3:24])=O)C3C(=CC=CC=3)C=2C=CC=1.[N+:58]([C:61]1[CH:62]=[C:63]([CH:69]=[CH:70][CH:71]=1)[CH:64]=[CH:65][C:66]([OH:68])=O)([O-:60])=[O:59]>>[N+:58]([C:61]1[CH:62]=[C:63]([CH:69]=[CH:70][CH:71]=1)[CH:64]=[CH:65][C:66]([N:18]([C:39]([C:52]1[CH:57]=[CH:56][CH:55]=[CH:54][CH:53]=1)([C:46]1[CH:47]=[CH:48][CH:49]=[CH:50][CH:51]=1)[C:40]1[CH:41]=[CH:42][CH:43]=[CH:44][CH:45]=1)[C@H:19]([C:26]([NH:28][CH2:29][CH2:30][C:31]1[CH:38]=[CH:37][C:35]([OH:36])=[C:33]([OH:34])[CH:32]=1)=[O:27])[CH2:20][CH2:21][C:22](=[O:25])[NH:23][CH3:24])=[O:68])([O-:60])=[O:59]. Reported procedure: This compound was prepared from N-[Nα-(9-fluorenylmethoxycarbonyl)-Nδ-methyltrityl-L-glutaminyl]dopamine (628 mg, 0.8 mmol, example 48, step A) as described for example 48 (step B) using 3-nitrocinnamic acid (240 mg, 1.2 mmol) instead of caffeic acid. The crude material was purified by flash chromatography using successively 15%, 20% and 35% EtOAc/CH2Cl2/1% AcOH as the eluent. The title compound was obtained as a yellow powder (247 mg, 42%). Starting materials: BrC=1C=C(C=CC1Cl)CC(C(=O)OC(C)(C)C)(C)C (tert-butyl 3-(3-bromo-4-chlorophenyl)-2,2-dimethylpropanoate), C(C1=CC=CC=C1)N (benzylamine), C1(=CC=CC=C1)P(C1=C(C2=CC=CC=C2C=C1)C1=C(C=CC2=CC=CC=C12)P(C1=CC=CC=C1)C1=CC=CC=C1)C1=CC=CC=C1 ((+/−)-2,2′-bis(diphenylphosphino)-1,1′-binaphthyl), CC(C)([O-])C.[Na+] (sodium tert-butoxide), [Cl-].[NH4+] (ammonium chloride). Reagents/catalysts: C=1C=CC(=CC1)/C=C/C(=O)/C=C/C2=CC=CC=C2.C=1C=CC(=CC1)/C=C/C(=O)/C=C/C2=CC=CC=C2.C=1C=CC(=CC1)/C=C/C(=O)/C=C/C2=CC=CC=C2.[Pd].[Pd] (tris(dibenzylideneacetone)dipalladium). The solvent is C1(=CC=CC=C1)C (toluene), C(C)(=O)OCC (ethyl acetate). Run at temperature 110 celsius, time 2 hour. The product is C(C1=CC=CC=C1)NC=1C=C(C=CC1Cl)CC(C(=O)OC(C)(C)C)(C)C (tert-Butyl 3-[3-(benzylamino)-4-chlorophenyl]-2,2-dimethylpropanoate). RXN SMILES: CC(C)([O-])C.[Na+].Br[C:8]1[CH:9]=[C:10]([CH2:15][C:16]([CH3:25])([CH3:24])[C:17]([O:19][C:20]([CH3:23])([CH3:22])[CH3:21])=[O:18])[CH:11]=[CH:12][C:13]=1[Cl:14].[CH2:26]([NH2:33])[C:27]1[CH:32]=[CH:31][CH:30]=[CH:29][CH:28]=1.C1(P(C2C=CC=CC=2)C2C=CC3C(=CC=CC=3)C=2C2C3C(=CC=CC=3)C=CC=2P(C2C=CC=CC=2)C2C=CC=CC=2)C=CC=CC=1.[Cl-].[NH4+]>C1C=CC(/C=C/C(/C=C/C2C=CC=CC=2)=O)=CC=1.C1C=CC(/C=C/C(/C=C/C2C=CC=CC=2)=O)=CC=1.C1C=CC(/C=C/C(/C=C/C2C=CC=CC=2)=O)=CC=1.[Pd].[Pd].C(OCC)(=O)C.C1(C)C=CC=CC=1>[CH2:26]([NH:33][C:8]1[CH:9]=[C:10]([CH2:15][C:16]([CH3:25])([CH3:24])[C:17]([O:19][C:20]([CH3:23])([CH3:22])[CH3:21])=[O:18])[CH:11]=[CH:12][C:13]=1[Cl:14])[C:27]1[CH:32]=[CH:31][CH:30]=[CH:29][CH:28]=1 |f:0.1,5.6,7.8.9.10.11|. Procedure: Under argon, 1.73 g (17.95 mmol) of sodium tert-butoxide were weighed out into a dry flask, and 40 ml of abs. toluene were added. 5.2 g (14.96 mmol) of tert-butyl 3-(3-bromo-4-chlorophenyl)-2,2-dimethylpropanoate, 1.96 ml (17.95 mmol) of benzylamine, 685 mg (0.75 mmol) of tris(dibenzylideneacetone)dipalladium and 373 mg (0.60 mmol) of (+/−)-2,2′-bis(diphenylphosphino)-1,1′-binaphthyl were added in succession. The reaction mixture was stirred at 110° C. for 2.0 h, then cooled to RT and stirred at... Starting materials: C1(=CC=CC=C1)C(C(=O)N)(CCCNC)C1=CC=CC=C1 (2,2-diphenyl-5-methylaminopentanamide), BrCCC=1C=C2CCCC2=CC1 (5-(2-bromoethyl)indane), C([O-])([O-])=O.[K+].[K+] (potassium carbonate). Run in C(C)#N (acetonitrile). The product is C1(=CC=CC=C1)C(C(=O)N)(CCCN(C)CCC=1C=C2CCCC2=CC1)C1=CC=CC=C1 (2,2-diphenyl-5-[N-{2-(indan-5-yl)ethyl}-N-methylamino]pentanamide). As a reaction SMILES: [C:1]1([C:7]([C:16]2[CH:21]=[CH:20][CH:19]=[CH:18][CH:17]=2)([CH2:11][CH2:12][CH2:13][NH:14][CH3:15])[C:8]([NH2:10])=[O:9])[CH:6]=[CH:5][CH:4]=[CH:3][CH:2]=1.Br[CH2:23][CH2:24][C:25]1[CH:26]=[C:27]2[C:31](=[CH:32][CH:33]=1)[CH2:30][CH2:29][CH2:28]2.C(=O)([O-])[O-].[K+].[K+]>C(#N)C>[C:1]1([C:7]([C:16]2[CH:21]=[CH:20][CH:19]=[CH:18][CH:17]=2)([CH2:11][CH2:12][CH2:13][N:14]([CH2:23][CH2:24][C:25]2[CH:26]=[C:27]3[C:31](=[CH:32][CH:33]=2)[CH2:30][CH2:29][CH2:28]3)[CH3:15])[C:8]([NH2:10])=[O:9])[CH:2]=[CH:3][CH:4]=[CH:5][CH:6]=1 |f:2.3.4|. Procedure: A mixture containing 2,2-diphenyl-5-methylaminopentanamide (0.3 g--see Preparation 3), 5-(2-bromoethyl)indane (0.24 g--see Preparation 6), anhydrous potassium carbonate (0.5 g) and acetonitrile (10 ml) was heated under reflux for 16 hours. The mixture was partitioned between dichloromethane (30 ml) and 10% aqueous sodium carbonate (30 ml), the layers separated and the aqueous layer extracted with dichloromethane (2×20 ml). The combined dichloromethane extracts were dried (MgSO4) and concentrated... Reactants: CC1=C(C=CC(=C1)[N+](=O)[O-])N=C1NC2(CS1)CCCC2 (2-(2-methyl-4-nitrophenylimino)-3-thia-1-azaspiro[4.4]nonane), C(C(C)C)Br (isobutyl bromide). Product: C(C(C)C)N1C(SCC12CCCC2)=NC2=C(C=C(C=C2)[N+](=O)[O-])C (1-isobutyl-2-(2-methyl-4-nitrophenylimino)-3-thia-1-azaspiro[4.4]nonane). As a reaction SMILES: [CH3:1][C:2]1[CH:7]=[C:6]([N+:8]([O-:10])=[O:9])[CH:5]=[CH:4][C:3]=1[N:11]=[C:12]1[S:16][CH2:15][C:14]2([CH2:20][CH2:19][CH2:18][CH2:17]2)[NH:13]1.[CH2:21](Br)[CH:22]([CH3:24])[CH3:23]>>[CH2:21]([N:13]1[C:14]2([CH2:17][CH2:18][CH2:19][CH2:20]2)[CH2:15][S:16][C:12]1=[N:11][C:3]1[CH:4]=[CH:5][C:6]([N+:8]([O-:10])=[O:9])=[CH:7][C:2]=1[CH3:1])[CH:22]([CH3:24])[CH3:23]. Procedure: 1-Amino-1-(hydroxymethyl)cyclopentane was synthesized as described in Method B1c. The 2-hydroxyethylamine was reacted with SOCl2 according to Method B7a to give 1-amino-1-(chloromethyl)cyclopentane HCl salt. The 2-chloroethylamine was reacted with 2-methyl-4-nitrophenyl isothiocyanate according to Method C1e to give 2-(2-methyl-4-nitrophenylimino)-3-thia-1-azaspiro[4.4]nonane. The thiazolidine was reacted with isobutyl bromide according to Method D2a to afford 1-isobutyl-2-(2-methyl-4-nitropheny... Reactants: ClC=1C(=C(C=CC1)S(=O)(=O)Cl)C (3-Chloro-2-methylbenzenesulfonyl chloride), N1C=CC=2C(=NC=CC21)N2CCN(CC2)C(=O)OC(C)(C)C (tert-butyl 4-(1H-pyrrolo[3,2-c]pyridin-4-yl)piperazine-1-carboxylate). The product is Cl.ClC=1C(=C(C=CC1)S(=O)(=O)N1C=CC=2C(=NC=CC21)N2CCNCC2)C (1-(3-Chloro-2-methyl-benzenesulfonyl)-4-piperazin-1-yl-1H-pyrrolo[3,2-c]pyridine hydrochloride). RXN SMILES: [Cl:1][C:2]1[C:3]([CH3:12])=[C:4]([S:8](Cl)(=[O:10])=[O:9])[CH:5]=[CH:6][CH:7]=1.[NH:13]1[C:21]2[CH:20]=[CH:19][N:18]=[C:17]([N:22]3[CH2:27][CH2:26][N:25](C(OC(C)(C)C)=O)[CH2:24][CH2:23]3)[C:16]=2[CH:15]=[CH:14]1>>[ClH:1].[Cl:1][C:2]1[C:3]([CH3:12])=[C:4]([S:8]([N:13]2[C:21]3[CH:20]=[CH:19][N:18]=[C:17]([N:22]4[CH2:23][CH2:24][NH:25][CH2:26][CH2:27]4)[C:16]=3[CH:15]=[CH:14]2)(=[O:10])=[O:9])[CH:5]=[CH:6][CH:7]=1 |f:2.3|. Procedure: 3-Chloro-2-methylbenzenesulfonyl chloride (29.0 mg) was added to tert-butyl 4-(1H-pyrrolo[3,2-c]pyridin-4-yl)piperazine-1-carboxylate the title compound (6.3 mg). LC/MS RT: 1.563 (System 10 till 40% MeCN over 1.5 min, ACE C8), Purity. 96%. MS: 392 (M+1). Starting materials: C1(=CC=CC=C1)S(=O)(=O)C=1C(=NNC1)N (4-benzenesulphonyl-1H-pyrazol-3-ylamine), C(CC(=O)C)(=O)OCC (ethyl acetoacetate). Run in C(C)(=O)O (acetic acid). Product: C1(=CC=CC=C1)S(=O)(=O)C=1C=NN2C1N=C(C=C2)C (3-benzenesulphonyl-5-methyl-pyrazolo[1,5-a]pyrimidine). Yield: 74.5%. Reaction SMILES: [C:1]1([S:7]([C:10]2[C:11]([NH2:15])=[N:12][NH:13][CH:14]=2)(=[O:9])=[O:8])[CH:6]=[CH:5][CH:4]=[CH:3][CH:2]=1.[C:16](OCC)(=O)[CH2:17][C:18]([CH3:20])=O>C(O)(=O)C>[C:1]1([S:7]([C:10]2[CH:14]=[N:13][N:12]3[CH:16]=[CH:17][C:18]([CH3:20])=[N:15][C:11]=23)(=[O:9])=[O:8])[CH:2]=[CH:3][CH:4]=[CH:5][CH:6]=1. Procedure: A solution of 1.0 g (4.47 mmol) of 4-benzenesulphonyl-1H-pyrazol-3-ylamine and 0.6 ml (5.37 mmol) of ethyl acetoacetate in 8 ml of acetic acid was heated at reflux for 1.5 hrs. The reaction solution was cooled to RT and evaporated. The residue was partitioned between CH2Cl2 and H2O and the aqueous phase was washed three times with 150 ml of CH2Cl2. The combined organic phases were dried (MgSO4), filtered and evaporated. Chromatography (SiO2, CH2Cl2/MeOH 20:1) yielded 0.91 g (70%) of 3-benzenesul...